This data is from the Open Reaction Database (ORD), a public repository of structured organic reaction records. The task is: describe an organic reaction: reactants, conditions, products, and yield Reactants: ClC=1C=C(COC(=O)NC2CCN(CC2)C(=O)OC(C)(C)C)C=C(C1)Cl (tert-butyl 4-((((3,5-dichlorobenzyl)oxy)carbonyl)amino)piperidine-1-carboxylate), Cl (HCl). Solvent: O1CCOCC1 (dioxane), O1CCOCC1 (dioxane). Yields the product N1CCC(CC1)NC(OCC1=CC(=CC(=C1)Cl)Cl)=O (3,5-Dichlorobenzyl piperidin-4-ylcarbamate). As a reaction SMILES: [Cl:1][C:2]1[CH:3]=[C:4]([CH:23]=[C:24]([Cl:26])[CH:25]=1)[CH2:5][O:6][C:7]([NH:9][CH:10]1[CH2:15][CH2:14][N:13](C(OC(C)(C)C)=O)[CH2:12][CH2:11]1)=[O:8].Cl>O1CCOCC1>[NH:13]1[CH2:14][CH2:15][CH:10]([NH:9][C:7](=[O:8])[O:6][CH2:5][C:4]2[CH:3]=[C:2]([Cl:1])[CH:25]=[C:24]([Cl:26])[CH:23]=2)[CH2:11][CH2:12]1. Reported procedure: A reaction mixture comprising tert-butyl 4-((((3,5-dichlorobenzyl)oxy)carbonyl)amino)piperidine-1-carboxylate (2.01 g, 4.98 mmol) and 4M HCl in dioxane (1.246 ml, 4.98 mmol) in dioxane (16.61 ml) was stirred at room temperature for 1 hour. The resulting mixture was concentrated under reduced pressure. No further purification under taken and the material was dried and taken on to the next step. The reactants are C(=O)(O)C1=CC=C(C=C1)S(=O)(=O)ON=C(C1=CC=CC=C1)C#N (α-(4-Carboxybenzenesulfonyloxyimino)benzyl cyanide), CN(C=O)C (dimethylformamide), S(=O)(Cl)Cl (thionyl chloride). Conditions: temperature 50 celsius. Yields the product ClC(=O)C1=CC=C(C=C1)S(=O)(=O)ON=C(C1=CC=CC=C1)C#N (α-(4-Chlorocarbonylbenzenesulfonyloxyimino)benzyl cyanide). RXN SMILES: [C:1]([C:4]1[CH:9]=[CH:8][C:7]([S:10]([O:13][N:14]=[C:15]([C:22]#[N:23])[C:16]2[CH:21]=[CH:20][CH:19]=[CH:18][CH:17]=2)(=[O:12])=[O:11])=[CH:6][CH:5]=1)(O)=[O:2].CN(C)C=O.S(Cl)([Cl:31])=O>>[Cl:31][C:1]([C:4]1[CH:9]=[CH:8][C:7]([S:10]([O:13][N:14]=[C:15]([C:22]#[N:23])[C:16]2[CH:21]=[CH:20][CH:19]=[CH:18][CH:17]=2)(=[O:12])=[O:11])=[CH:6][CH:5]=1)=[O:2]. Procedure details: 4 g of the product of Example 14 are suspended in 20 g of thionyl chloride, and 0.5 ml of dimethylformamide are added. The reaction mixture is then heated to 50° C. until the evolution of gas ceases (2 hours) and a clear solution has formed. Part of the excess thionyl chloride is evaporated off, affording a crystaline product which is isolated by filtration and recrystallised from dichloromethane. Melting point: 193°-195° C. Reaction SMILES: [OH:1][C:2]1[CH:7]=[CH:6][C:5]([C:8](=[O:21])[CH2:9][S:10][C:11]2[C:20]3[C:15](=[CH:16][CH:17]=[CH:18][CH:19]=3)[N:14]=[CH:13][CH:12]=2)=[C:4]([O:22][CH3:23])[CH:3]=1.C(=O)([O-])[O-].[K+].[K+].[CH2:30](Br)[CH2:31][CH2:32][CH2:33][CH2:34][CH3:35].O>CN(C=O)C>[CH3:23][O:22][C:4]1[CH:3]=[C:2]([O:1][CH2:30][CH2:31][CH2:32][CH2:33][CH2:34][CH3:35])[CH:7]=[CH:6][C:5]=1[C:8](=[O:21])[CH2:9][S:10][C:11]1[C:20]2[C:15](=[CH:16][CH:17]=[CH:18][CH:19]=2)[N:14]=[CH:13][CH:12]=1 |f:1.2.3|. Yield: 80.2%. The product is COC1=C(C=CC(=C1)OCCCCCC)C(CSC1=CC=NC2=CC=CC=C12)=O (4-[2-[2-Methoxy-4-hexyloxyphenyl]-2-oxoethylthio]-quinoline). Procedure: 4-[2-(4-Hydroxy-2-methoxyphenyl)-2-oxoethylthio]-quinoline (Compound 12; 83 mg, 0.25 mmol) and potassium carbonate(42 mg, 0.25 mmol) were suspended in dry DMF (2.0 ml). Hexylbromide (0.041 ml, 0.28 mmol) was addded at -15° C. to the suspension and stirred at room temperature overnight. The reaction mixture was added with water under ice cooling, extracted with ethyl acetate, washed with saturated saline solution and dried over anhydrous magnesium sulfate. The solvent was removed under reduced pr... Run at time 8 hour. The reactants are OC1=CC(=C(C=C1)C(CSC1=CC=NC2=CC=CC=C12)=O)OC (4-[2-(4-Hydroxy-2-methoxyphenyl)-2-oxoethylthio]-quinoline), C(CCCCC)Br (Hexylbromide), O (water), OC1=CC(=C(C=C1)C(CSC1=CC=NC2=CC=CC=C12)=O)OC (4-[2-(4-Hydroxy-2-methoxyphenyl)-2-oxoethylthio]-quinoline), C([O-])([O-])=O.[K+].[K+] (potassium carbonate). The solvent is CN(C)C=O (DMF). The reactants are [OH-].[Na+] (NaOH), ClC=1C=C(OC2CCNCC2)C=CC1Cl (4-(3,4-Dichlorophenoxy)piperidine), [BH-](OC(=O)C)(OC(=O)C)OC(=O)C.[Na+] (NaBH(OAc)3), C(=O)(OC(C)(C)C)N1CCC(CC1)=O (1-Boc-4-piperidone). Run in C(C)OCC (diethyl ether), C(C)(=O)O (acetic acid), ClCCCl (1,2-dichloroethane). The product is C(C)(C)(C)OC(=O)N1CCC(CC1)N1CCC(CC1)OC1=CC(=C(C=C1)Cl)Cl (4-(3,4-Dichloro-phenoxy)-[1,4′]bipiperidinyl-1′-carboxylic acid tert-butyl ester). As a reaction SMILES: [Cl:1][C:2]1[CH:3]=[C:4]([CH:12]=[CH:13][C:14]=1[Cl:15])[O:5][CH:6]1[CH2:11][CH2:10][NH:9][CH2:8][CH2:7]1.[C:16]([N:23]1[CH2:28][CH2:27][C:26](=O)[CH2:25][CH2:24]1)([O:18][C:19]([CH3:22])([CH3:21])[CH3:20])=[O:17].[BH-](OC(C)=O)(OC(C)=O)OC(C)=O.[Na+].[OH-].[Na+]>ClCCCl.C(OCC)C.C(O)(=O)C>[C:19]([O:18][C:16]([N:23]1[CH2:28][CH2:27][CH:26]([N:9]2[CH2:10][CH2:11][CH:6]([O:5][C:4]3[CH:12]=[CH:13][C:14]([Cl:15])=[C:2]([Cl:1])[CH:3]=3)[CH2:7][CH2:8]2)[CH2:25][CH2:24]1)=[O:17])([CH3:22])([CH3:20])[CH3:21] |f:2.3,4.5|. Reported procedure: 4-(3,4-Dichlorophenoxy)piperidine (1.5 g) was dissolved in 1,2-dichloroethane (21 ml). 1-Boc-4-piperidone was added (1.21 g) followed by NaBH(OAc)3 (1.81 g) and acetic acid (0.37 g). After 18 hours at room temperature aqueous NaOH (1M) solution and diethyl ether were added. The product was extracted with diethyl ether, the combined organic extracts dried with MgSO4 and concentrated. Purification by silica chromatography (dichloromethane:methanol 92:8) gave the sub-title product (1.97 g). The reactants are aromatic rings, C1(=CC=CC=C1)C (toluene), C=1(C(=CC=CC1)C)C (xylene), compounds. Reagents/catalysts: S(O)(O)(=O)=O (sulfuric acid). The product is C(C)C1=CC=CC=C1 (ethylbenzene), C=CC1=CC=CC=C1 (styrene), C1CCCC2=CC=CC=C12 (tetralin). As a reaction SMILES: [C:1]1([CH3:7])[CH:6]=[CH:5][CH:4]=[CH:3][CH:2]=1.[C:8]1([CH3:15])[C:9]([CH3:14])=[CH:10][CH:11]=[CH:12][CH:13]=1>S(=O)(=O)(O)O>[CH2:7]([C:1]1[CH:6]=[CH:5][CH:4]=[CH:3][CH:2]=1)[CH3:8].[CH2:1]=[CH:15][C:8]1[CH:13]=[CH:12][CH:11]=[CH:10][CH:9]=1.[CH2:14]1[C:9]2[C:8](=[CH:13][CH:12]=[CH:11][CH:10]=2)[CH2:15][CH2:2][CH2:1]1. Procedure details: Both about 200 g of a fraction containing 99% of compounds having at least four aromatic rings, the compounds having been obtained by alkylation of toluene, xylene and ethylbenzene with styrene in the presence of a sulfuric acid catalyst, and about 200 g of tetralin were charged in a one-liter autoclave, followed by charging therein hydrogen at an initial pressure of 100 kg/cm2G and reacting the whole mass at 430° C. for 240 minutes. The resultant decomposition product was subjected to distillat... Yields the product CCOC(=O)c1cc(=O)c2c(C)ccc(N3CCN(C)CC3)c2o1. The reactants are O=C([O-])[O-], CN1CCNCC1, CCOC(=O)c1cc(=O)c2c(C)ccc(Cl)c2o1, O=C(C=Cc1ccccc1)C=Cc1ccccc1, O=C(C=Cc1ccccc1)C=Cc1ccccc1, CN(C)c1ccccc1-c1ccccc1P(C1CCCCC1)C1CCCCC1, CN(C)c1ccccc1-c1ccccc1P(C1CCCC1)C1CCCC1, O=C(C=Cc1ccccc1)C=Cc1ccccc1, [Cs+], [Cs+], C1CCOC1, [Pd], [Pd]. As a reaction SMILES: [C:54](=[O:55])([O-:56])[O-:57].[CH3:19][N:20]1[CH2:21][CH2:22][NH:23][CH2:24][CH2:25]1.[CH3:1][c:2]1[c:3]2[c:4](=[O:18])[cH:5][c:6]([C:13](=[O:14])[O:15][CH2:16][CH3:17])[o:7][c:8]2[c:9]([Cl:12])[cH:10][cH:11]1.[CH:106](=[CH:107][C:108]([CH:109]=[CH:110][c:111]1[cH:112][cH:113][cH:114][cH:115][cH:116]1)=[O:117])[c:118]1[cH:119][cH:120][cH:121][cH:122][cH:123]1.[CH:124](=[CH:125][C:126]([CH:127]=[CH:128][c:129]1[cH:130][cH:131][cH:132][cH:133][cH:134]1)=[O:135])[c:136]1[cH:137][cH:138][cH:139][cH:140][cH:141]1.[CH:26]1([P:27]([CH:28]2[CH2:29][CH2:30][CH2:31][CH2:32][CH2:33]2)[c:34]2[cH:35][cH:36][cH:37][cH:38][c:39]2-[c:40]2[cH:41][cH:42][cH:43][cH:44][c:45]2[N:46]([CH3:47])[CH3:48])[CH2:49][CH2:50][CH2:51][CH2:52][CH2:53]1.[CH:60]1([P:61]([CH:62]2[CH2:63][CH2:64][CH2:65][CH2:66]2)[c:67]2[cH:68][cH:69][cH:70][cH:71][c:72]2-[c:73]2[cH:74][cH:75][cH:76][cH:77][c:78]2[N:79]([CH3:80])[CH3:81])[CH2:82][CH2:83][CH2:84][CH2:85]1.[CH:88](=[CH:89][C:90]([CH:91]=[CH:92][c:93]1[cH:94][cH:95][cH:96][cH:97][cH:98]1)=[O:99])[c:100]1[cH:101][cH:102][cH:103][cH:104][cH:105]1.[Cs+:58].[Cs+:59].[O:142]1[CH2:143][CH2:144][CH2:145][CH2:146]1.[Pd:86].[Pd:87]>>[CH3:1][c:2]1[c:3]2[c:4](=[O:18])[cH:5][c:6]([C:13](=[O:14])[O:15][CH2:16][CH3:17])[o:7][c:8]2[c:9]([N:23]2[CH2:22][CH2:21][N:20]([CH3:19])[CH2:25][CH2:24]2)[cH:10][cH:11]1. The reactants are CN(C)C=O (DMF), N1[C@@H](CCCCN)C(=O)N[C@@H](CC2=CC=CC=C2)C(=O)N[C@@H](CC2=CC=CC=C2)C(=O)N2[C@@H](C1=O)CCC2.Cl (cyclo(-L-Lys-L-Phe-L-Phe-D-Pro-).HCl), TEA, C(C)(=O)OC(C)=O (acetic anhydride). The solvent is C(C)(=O)O (acetic acid). Conditions: time 2 hour. The product is N1[C@@H](CCCCNC(=O)C)C(=O)N[C@@H](CC2=CC=CC=C2)C(=O)N[C@@H](CC2=CC=CC=C2)C(=O)N2[C@@H](C1=O)CCC2 (cyclo(-L-Lys(Ac)-L-Phe-L-Phe-D-Pro-)). Reaction SMILES: CN(C=O)C.[NH:6]1[C:39](=[O:40])[C@H:38]2[CH2:41][CH2:42][CH2:43][N:37]2[C:35](=[O:36])[C@H:27]([CH2:28][C:29]2[CH:34]=[CH:33][CH:32]=[CH:31][CH:30]=2)[NH:26][C:24](=[O:25])[C@H:16]([CH2:17][C:18]2[CH:23]=[CH:22][CH:21]=[CH:20][CH:19]=2)[NH:15][C:13](=[O:14])[C@@H:7]1[CH2:8][CH2:9][CH2:10][CH2:11][NH2:12].Cl.[C:45](OC(=O)C)(=[O:47])[CH3:46]>C(O)(=O)C>[NH:6]1[C:39](=[O:40])[C@H:38]2[CH2:41][CH2:42][CH2:43][N:37]2[C:35](=[O:36])[C@H:27]([CH2:28][C:29]2[CH:30]=[CH:31][CH:32]=[CH:33][CH:34]=2)[NH:26][C:24](=[O:25])[C@H:16]([CH2:17][C:18]2[CH:23]=[CH:22][CH:21]=[CH:20][CH:19]=2)[NH:15][C:13](=[O:14])[C@@H:7]1[CH2:8][CH2:9][CH2:10][CH2:11][NH:12][C:45]([CH3:46])=[O:47] |f:1.2|. Procedure details: To a DMF (2 ml) solution of the cyclo(-L-Lys-L-Phe-L-Phe-D-Pro-).HCl (44 mg, 80 mmol) obtained in step 10-1, TEA(33 ml, 0.24 mmol) and acetic anhydride (12 ml, 0.12 mmol) were added under ice cooling and stirred for 2 hours. The reaction mixture was neutralized by addition of acetic acid and concentrated. The crude peptide was preparatively purified by reverse-phase HPLC (column: YMC-Pack ODS A-323, 10×250 mm, 30% CH3CH/0.1% TFA) and lyophilized to yield 57 mg (quant) of the titled compound. Reactants: COC1=CC(=C(C(=O)NC2=C3C=CNC3=CC=C2)C=C1)OCC1OC1 (4-methoxy-2-[(2-oxiranyl)-methoxy]-N-(1H-indol-4-yl)-benzamide), C(C)(C)(C)N (tert.-butylamine). Run in C(C)O (ethanol). Yields the product N1C=CC2=C(C=CC=C12)NC(C1=CC=C(C=C1)OC)=O (N-(1H-indol-4-yl)-4-methoxy-benzamide). RXN SMILES: [CH3:1][O:2][C:3]1[CH:20]=[CH:19][C:6]([C:7]([NH:9][C:10]2[CH:18]=[CH:17][CH:16]=[C:15]3[C:11]=2[CH:12]=[CH:13][NH:14]3)=[O:8])=[C:5](OCC2CO2)[CH:4]=1.C(N)(C)(C)C>C(O)C>[NH:14]1[C:15]2[C:11](=[C:10]([NH:9][C:7](=[O:8])[C:6]3[CH:19]=[CH:20][C:3]([O:2][CH3:1])=[CH:4][CH:5]=3)[CH:18]=[CH:17][CH:16]=2)[CH:12]=[CH:13]1. Reported procedure: Using the procedure of Step E of Example 52, 6 g of the product of Step B, 100 ml of ethanol, 9.2 ml of tert.-butylamine were refluxed for 3 hours to obtain 6.1 g of 2-[2-(1,1-dimethylethyl)-amino]-2-hydroxy-propoxy]-N-(1H-indol-4-yl)-4-methoxy-benzamide. The product was dissolved in 300 ml of refluxing of isopropanol and 1.8 g of benzoic acid were added thereto. The mixture was partially concentrated, iced and filtered and the product was dried under reduced pressure to obtain 5.1 g of the benz... The reactants are Cc1ccccc1, CCOC(C)=O, O=S(Cl)Cl, OCCC1CCCc2c1cnn2-c1ccccc1. The product is ClCCC1CCCc2c1cnn2-c1ccccc1. As a reaction SMILES: [CH3:23][c:24]1[cH:25][cH:26][cH:27][cH:28][cH:29]1.[CH3:30][CH2:31][O:32][C:33](=[O:34])[CH3:35].[S:1]([Cl:2])([Cl:3])=[O:4].[c:5]1(-[n:11]2[n:12][cH:13][c:14]3[c:19]2[CH2:18][CH2:17][CH2:16][CH:15]3[CH2:20][CH2:21][OH:22])[cH:6][cH:7][cH:8][cH:9][cH:10]1>>[Cl:3][CH2:21][CH2:20][CH:15]1[c:14]2[cH:13][n:12][n:11](-[c:5]3[cH:6][cH:7][cH:8][cH:9][cH:10]3)[c:19]2[CH2:18][CH2:17][CH2:16]1.